Task: describe an organic reaction: reactants, conditions, products, and yield. Dataset: the Open Reaction Database (ORD), a public repository of structured organic reaction records Reactants: CS(=O)C1=NN2C(=CC3=CC=CC=C23)C=N1 (2-methanesulfinyl-[1,2,4]triazino[1,6-a]indole), C1COCCN1C2=CC=C(C=C2)N (4-(4-morpholino)aniline), CN1C(CCC1)=O (N-methylpyrrolidinone). The solvent is CO.ClCCl (methanol dichloromethane). Conditions: temperature 145 celsius. Product: N1(CCOCC1)C1=CC=C(C=C1)NC1=NN2C(=CC3=CC=CC=C23)C=N1 ((4-morpholin-4-yl-phenyl)-[1,2,4]triazino[1,6-a]indol-2-yl-amine). The yield is 0.0%. Reaction SMILES: CS([C:4]1[N:16]=[CH:15][C:7]2=[CH:8][C:9]3[C:14]([N:6]2[N:5]=1)=[CH:13][CH:12]=[CH:11][CH:10]=3)=O.[CH2:17]1[N:22]([C:23]2[CH:28]=[CH:27][C:26]([NH2:29])=[CH:25][CH:24]=2)[CH2:21][CH2:20][O:19][CH2:18]1.CN1CCCC1=O>CO.ClCCl>[N:22]1([C:23]2[CH:24]=[CH:25][C:26]([NH:29][C:4]3[N:16]=[CH:15][C:7]4=[CH:8][C:9]5[C:14]([N:6]4[N:5]=3)=[CH:13][CH:12]=[CH:11][CH:10]=5)=[CH:27][CH:28]=2)[CH2:21][CH2:20][O:19][CH2:18][CH2:17]1 |f:3.4|. Procedure: Into a 30 ml, vial 2-methanesulfinyl-[1,2,4]triazino[1,6-a]indole (50.00 mg, 0.216 mol), 4-(4-morpholino)aniline (84.8 mg, 0.476 mol), and N-methylpyrrolidinone (0.10 mL) were combined and heated at 145° C. for 2 hours. The reaction was cooled to room temperature and the product was isolated by flash chromatography (ISCO, Silicagel, methanol/dichloromethane 0-10%) to provide (4-morpholin-4-yl-phenyl)-[1,2,4]triazino[1,6-a]indol-2-yl-amine as a brown solid (14 mg, 19%). MP: 205-210° C.; 1H-NMR (C... Starting materials: N (ammonia), C(C)(C)(C)OC(=O)N[C@@H]1CC[C@H](CC1)C(=O)O (trans-4-tert-butoxycarbonylamino-cyclohexanecarboxylic acid), C1CC(=O)N(C1=O)O (1-hydroxysuccinimide), C1(CCCCC1)N=C=NC1CCCCC1 (dicyclohexylcarbodiimide). Run in O (water), O1CCCC1 (tetrahydrofuran), C(C)(=O)OCC (ethyl acetate), C(C)(=O)OCC (ethyl acetate). Conditions: time 8 hour. The product is C(C)(C)(C)OC(N[C@@H]1CC[C@H](CC1)C(N)=O)=O (trans-(4-Carbamoyl-cyclohexyl)-carbamic acid tert-butyl ester). Isolated yield 75.6%. RXN SMILES: [C:1]([O:5][C:6]([NH:8][C@H:9]1[CH2:14][CH2:13][C@H:12]([C:15]([OH:17])=O)[CH2:11][CH2:10]1)=[O:7])([CH3:4])([CH3:3])[CH3:2].C1C(=O)[N:22](O)C(=O)C1.C1(N=C=NC2CCCCC2)CCCCC1.N>C(OCC)(=O)C.O1CCCC1.O>[C:1]([O:5][C:6](=[O:7])[NH:8][C@H:9]1[CH2:14][CH2:13][C@H:12]([C:15](=[O:17])[NH2:22])[CH2:11][CH2:10]1)([CH3:4])([CH3:3])[CH3:2]. Procedure details: A solution of trans-4-tert-butoxycarbonylamino-cyclohexanecarboxylic acid (15 g, 61.7 mmol) and 1-hydroxysuccinimide (76 g, 61.7 mmol) in ethyl acetate (200 ml) was treated with a solution of dicyclohexylcarbodiimide (12.7 g, 61.7 mmol) in ethyl acetate (50 ml). After stirring overnight the mixture was filtered and evaporated affording a yellow solid. This was redissolved in tetrahydrofuran (300 ml) and treated gaseous ammonia was bubbled through the solution for 15 minutes. Filtration afforded ...